From a dataset of the Open Reaction Database (ORD), a public repository of structured organic reaction records. describe an organic reaction: reactants, conditions, products, and yield Starting materials: C1(=CC=CC=C1)CCCCCCCO (7-phenylheptanol), C(C#C)(=O)O (propiolic acid), C1=CC=CC=C1 (benzene). The reagents and catalysts are C1(=CC=C(C=C1)S(=O)(=O)O)C (p-toluenesulfonic acid). Run in O (water). The product is C(C#C)(=O)OCCCCCCCC1=CC=CC=C1 (7-phenylheptyl propiolate). The yield is 57.9%. RXN SMILES: [C:1]1([CH2:7][CH2:8][CH2:9][CH2:10][CH2:11][CH2:12][CH2:13][OH:14])[CH:6]=[CH:5][CH:4]=[CH:3][CH:2]=1.[C:15](O)(=[O:18])[C:16]#[CH:17].C1C=CC=CC=1>C1(C)C=CC(S(O)(=O)=O)=CC=1.O>[C:15]([O:14][CH2:13][CH2:12][CH2:11][CH2:10][CH2:9][CH2:8][CH2:7][C:1]1[CH:6]=[CH:5][CH:4]=[CH:3][CH:2]=1)(=[O:18])[C:16]#[CH:17]. Reported procedure: A mixture of 0.5 g of 7-phenylheptanol, 0.27 g of propiolic acid, 0.005 g of p-toluenesulfonic acid and 25 ml of benzene was refluxed with stirring for six hours while water formed was removed by a Dean-Stark water separator. After the reaction was completed, the reaction solution was washed successively with a 5% aqueous sodium bicarbonate solution and a saturated sodium chloride solution, and dried over anhydrous magnesium sulfate. After removal of the solvent under reduced pressure, the obtai... Reactants: CCOC(=O)C(N)CC(COS(C)(=O)=O)C(=O)OC(C)(C)C, CN(C)C=O, COc1ccc(CS)cc1, [H-], [Na+], O. As a reaction SMILES: [CH2:13]([CH3:14])[O:15][C:16]([CH:17]([CH2:18][CH:19]([CH2:20][O:21][S:22]([CH3:23])(=[O:24])=[O:25])[C:26](=[O:27])[O:28][C:29]([CH3:30])([CH3:31])[CH3:32])[NH2:33])=[O:34].[CH3:36][N:37]([CH3:38])[CH:39]=[O:40].[CH3:3][O:4][c:5]1[cH:6][cH:7][c:8]([CH2:9][SH:10])[cH:11][cH:12]1.[H-:1].[Na+:2].[OH2:35]>>[CH3:3][O:4][c:5]1[cH:6][cH:7][c:8]([CH2:9][S:10][CH2:20][CH:19]([CH2:18][CH:17]([C:16]([O:15][CH2:13][CH3:14])=[O:34])[NH2:33])[C:26](=[O:27])[O:28][C:29]([CH3:30])([CH3:31])[CH3:32])[cH:11][cH:12]1. The product is CCOC(=O)C(N)CC(CSCc1ccc(OC)cc1)C(=O)OC(C)(C)C. Starting materials: C(C)(C)(C)OP(OC(C)(C)C)(O)=O (Phosphoric acid di-tert-butyl ester), C(=O)(O)[O-].[Na+] (NaHCO3), O (water), C(Cl)Cl (DCM), C(Cl)Cl (DCM). The reagents and catalysts are S(=O)(=O)(O)[O-].C(CCC)[N+](CCCC)(CCCC)CCCC (tetra butyl ammonium hydrogen sulphate). Run at temperature 0 celsius, time 20 minute. Yields the product ClCOP(OC(C)(C)C)(OC(C)(C)C)=O (Phosphoric acid di-tert-butyl ester chloromethyl ester). Yield: 64.0%. Reaction SMILES: [C:1]([O:5][P:6](=[O:13])([OH:12])[O:7][C:8]([CH3:11])([CH3:10])[CH3:9])([CH3:4])([CH3:3])[CH3:2].C([O-])(O)=O.[Na+].O.[CH2:20](Cl)[Cl:21]>S([O-])(O)(=O)=O.C([N+](CCCC)(CCCC)CCCC)CCC>[Cl:21][CH2:20][O:13][P:6](=[O:12])([O:7][C:8]([CH3:11])([CH3:10])[CH3:9])[O:5][C:1]([CH3:4])([CH3:2])[CH3:3] |f:1.2,5.6|. Procedure: A mixture of Phosphoric acid di-tert-butyl ester (1 g, 0.0048 mol), NaHCO3 (0.806 g, 0.0096 mol), tetra butyl ammonium hydrogen sulphate (0.163 g, 0.00048 mol), water (40 ml) and DCM (25 ml) were taken. The mixture was cooled to 0° C. and stirred at that temperature for 20 minutes. Chloromethyl chlorosulphatc, (0.943 g, 0.0057 mol) in DCM (15 ml) was added to it at 0° C. The reaction mixture allowed to warm to room temperature and stirred for 18 hours. The organic layer was separated and aqueous... Starting materials: O=C1CCC(=O)N1Br, ClC(Cl)(Cl)Cl, CCOC(=O)c1ccc(Cl)c(Cl)c1C. The product is CCOC(=O)c1ccc(Cl)c(Cl)c1CBr. As a reaction SMILES: [Br:15][N:16]1[C:17](=[O:18])[CH2:19][CH2:20][C:21]1=[O:22].[C:23]([Cl:24])([Cl:25])([Cl:26])[Cl:27].[Cl:1][c:2]1[c:3]([CH3:14])[c:4]([C:5](=[O:6])[O:7][CH2:8][CH3:9])[cH:10][cH:11][c:12]1[Cl:13]>>[Cl:1][c:2]1[c:3]([CH2:14][Br:15])[c:4]([C:5](=[O:6])[O:7][CH2:8][CH3:9])[cH:10][cH:11][c:12]1[Cl:13]. RXN SMILES: [C:1]([CH3:2])([CH3:3])([CH3:4])[O:5][C:6]([NH:7][C:8]1=[N:13][C:12]([c:14]2[cH:15][c:16]([N+:20](=[O:21])[O-:22])[cH:17][cH:18][cH:19]2)([CH3:23])[CH2:11][C:10](=[O:24])[N:9]1[CH3:25])=[O:26].[CH2:37]1[O:38][CH2:39][CH2:40][CH2:41]1.[CH3:28][CH:29]([N-:30][CH:31]([CH3:32])[CH3:33])[CH3:34].[I:35][CH3:36].[Li+:27]>>[C:1]([CH3:2])([CH3:3])([CH3:4])[O:5][C:6]([NH:7][C:8]1=[N:13][C:12]([c:14]2[cH:15][c:16]([N+:20](=[O:21])[O-:22])[cH:17][cH:18][cH:19]2)([CH3:23])[CH:11]([CH3:28])[C:10](=[O:24])[N:9]1[CH3:25])=[O:26]. Starting materials: CN1C(=O)CC(C)(c2cccc([N+](=O)[O-])c2)N=C1NC(=O)OC(C)(C)C, C1CCOC1, CC(C)[N-]C(C)C, CI, [Li+]. The product is CC1C(=O)N(C)C(NC(=O)OC(C)(C)C)=NC1(C)c1cccc([N+](=O)[O-])c1. The reactants are CC1=C(C2=C(C=C(O2)C(C)=O)C=C1OC1OCCCC1)C (1-[6,7-dimethyl-5-(tetrahydro-pyran-2-yloxy)-benzofuran-2-yl]-ethanone), O (Water), OC1=C(C=O)C=C(C(=C1C)C)O (2,5-dihydroxy-3,4-dimethyl-benzaldehyde). Reagents/catalysts: Cl (HCl). Solvent: CO (MeOH). Reaction conditions: time 2 hour. Product: OC=1C(=C(C2=C(C=C(O2)C(C)=O)C1)C)C (1-(5-hydroxy-6,7-dimethyl-benzofuran-2-yl)-ethanone). Isolated yield 62.9%. As a reaction SMILES: [CH3:1][C:2]1[C:13]([O:14]C2CCCCO2)=[CH:12][C:5]2[CH:6]=[C:7]([C:9](=[O:11])[CH3:10])[O:8][C:4]=2[C:3]=1[CH3:21].OC1C(C)=C(C)C(O)=CC=1C=O.O>Cl.CO>[OH:14][C:13]1[C:2]([CH3:1])=[C:3]([CH3:21])[C:4]2[O:8][C:7]([C:9](=[O:11])[CH3:10])=[CH:6][C:5]=2[CH:12]=1. Procedure details: A mixture of 1-[6,7-dimethyl-5-(tetrahydro-pyran-2-yloxy)-benzofuran-2-yl]-ethanone (1.1 g) (prepared from 2,5-dihydroxy-3,4-dimethyl-benzaldehyde following the procedure of Steps 3, 4 and 5 of Example 13) and conc. HCl (10 drops) in MeOH (20 mL) was stirred at room temperature for 2 h. Water was poured into the mixture and left to precipitate overnight in the refrigerator. The precipitate was collected, washed with hexane and dried to give 1-(5-hydroxy-6,7-dimethyl-benzofuran-2-yl)-ethanone as ... As a reaction SMILES: [CH3:28][OH:29].[Na+:27].[OH-:26].[OH2:30].[c:1]1([CH:7]([c:8]2[cH:9][cH:10][cH:11][cH:12][cH:13]2)[NH:14][CH:15]2[CH2:16][CH2:17][N:18]([C:21]([O:22][CH2:23][CH3:24])=[O:25])[CH2:19][CH2:20]2)[cH:2][cH:3][cH:4][cH:5][cH:6]1>>[c:1]1([CH:7]([c:8]2[cH:9][cH:10][cH:11][cH:12][cH:13]2)[NH:14][CH:15]2[CH2:16][CH2:17][NH:18][CH2:19][CH2:20]2)[cH:2][cH:3][cH:4][cH:5][cH:6]1. The product is c1ccc(C(NC2CCNCC2)c2ccccc2)cc1. Reactants: CO, [Na+], [OH-], O, CCOC(=O)N1CCC(NC(c2ccccc2)c2ccccc2)CC1. Starting materials: C(C)(C)C=1NC(C=2N(C1)C=CC2)=O (3-isopropylpyrrolo[1,2-a]pyrazin-1(2H)-one), O=P(Cl)(Cl)Cl (POCl3). Reaction conditions: temperature 70 celsius, time 20 minute. Yields the product ClC=1C=2N(C=C(N1)C(C)C)C=CC2 (chloro-3-isopropylpyrrolo[1,2-a]pyrazine). Yield: 62.0%. As a reaction SMILES: [CH:1]([C:4]1[NH:5][C:6](=O)[C:7]2[N:8]([CH:10]=[CH:11][CH:12]=2)[CH:9]=1)([CH3:3])[CH3:2].O=P(Cl)(Cl)[Cl:16]>>[Cl:16][C:6]1[C:7]2[N:8]([CH:10]=[CH:11][CH:12]=2)[CH:9]=[C:4]([CH:1]([CH3:3])[CH3:2])[N:5]=1. Procedure: 3-isopropylpyrrolo[1,2-a]pyrazin-1(2H)-one from step b (1.6 g, 4.7 mmol) was combined with POCl3 (20 mL) and stirred at 70° C. for 20 minutes. POCl3 was removed under reduced pressure. The residue was taken up in DCM and washed twice with saturated sodium bicarbonate. Afterward the organic phase was dried over sodium sulfate, filtered, and concentrated under reduced pressure. The residue was purified by flash chromatography (SiO2, 5-10% MTBE/hexanes) to provide chloro-3-isopropylpyrrolo[1,2-a]py... Reactants: C(C)(C)(C)OC(=O)NC(C(=O)OCC)C(=O)OCC (diethyl t-butoxycarbonylaminomalonate), [OH-].[Na+] (sodium hydroxide). The solvent is C(C)O (ethanol). Run at time 18 hour. The product is C(C)(C)(C)OC(=O)NC(C(=O)O)C(=O)O (2-(t-Butoxycarbonylamino)malonic acid). Isolated yield 61.0%. RXN SMILES: [C:1]([O:5][C:6]([NH:8][CH:9]([C:15]([O:17]CC)=[O:16])[C:10]([O:12]CC)=[O:11])=[O:7])([CH3:4])([CH3:3])[CH3:2].[OH-].[Na+]>C(O)C>[C:1]([O:5][C:6]([NH:8][CH:9]([C:10]([OH:12])=[O:11])[C:15]([OH:17])=[O:16])=[O:7])([CH3:4])([CH3:2])[CH3:3] |f:1.2|. Procedure: Combine diethyl t-butoxycarbonylaminomalonate (4.55 g, 16.5 mmol), a 6 M aqueous sodium hydroxide solution (6.65 mL, 40 mmol), and ethanol (30 mL). After 18 hours, evaporate in vacuo to remove most of the ethanol, dilute with water (50 mL) and extract with diethyl ether. Acidify to a pH of about 3 with aqueous 12M hydrochloric acid and extract twice with ethyl acetate. Dry the combined organic layers over Na2SO4, filter, and concentrate in vacuo to give the title compound (61%). Reactants: C(CCC)N (n-Butylamine), C1(=CC=C(C=C1)C[C@@H](C(=O)OC1=CC=CC=C1)NC(=O)N(CCC(C)C)C(CSC1=CC=CC=C1)CC(=O)OCC)C1=CC=CC=C1 (phenyl (2S)-3-(4-biphenylyl)-2-[3-[(1RS)-1-(ethoxycarbonylmethyl)-2-(phenylthio)ethyl]-3-isoamylureido]propionate). Run in O1CCCC1 (tetrahydrofuran). The product is C1(=CC=C(C=C1)C[C@@H](C(=O)NCCCC)NC(=O)N(CCC(C)C)C(CSC1=CC=CC=C1)CC(=O)OCC)C1=CC=CC=C1 ((2S)-3-(4-Biphenylyl)-N-butyl-2-[3-[(1RS)-1-(ethoxycarbonylmethyl)-2-(phenylthio)ethyl]-3-isoamylureido]propionamide). The yield is 90.0%. RXN SMILES: [CH2:1]([NH2:5])[CH2:2][CH2:3][CH3:4].[C:6]1(C2C=CC=CC=2)[CH:11]=[CH:10][C:9]([CH2:12][C@H:13]([NH:23][C:24]([N:26]([CH:32]([CH2:41][C:42]([O:44][CH2:45][CH3:46])=[O:43])[CH2:33][S:34][C:35]2[CH:40]=[CH:39][CH:38]=[CH:37][CH:36]=2)[CH2:27][CH2:28][CH:29]([CH3:31])[CH3:30])=[O:25])[C:14](OC2C=CC=CC=2)=[O:15])=[CH:8][CH:7]=1>O1CCCC1>[C:6]1([C:6]2[CH:11]=[CH:10][CH:9]=[CH:8][CH:7]=2)[CH:7]=[CH:8][C:9]([CH2:12][C@H:13]([NH:23][C:24]([N:26]([CH:32]([CH2:41][C:42]([O:44][CH2:45][CH3:46])=[O:43])[CH2:33][S:34][C:35]2[CH:36]=[CH:37][CH:38]=[CH:39][CH:40]=2)[CH2:27][CH2:28][CH:29]([CH3:30])[CH3:31])=[O:25])[C:14]([NH:5][CH2:1][CH2:2][CH2:3][CH3:4])=[O:15])=[CH:10][CH:11]=1. Procedure: n-Butylamine (0.35 ml) is added to a solution of phenyl (2S)-3-(4-biphenylyl)-2-[3-[(1RS)-1-(ethoxycarbonylmethyl)-2-(phenylthio)ethyl]-3-isoamylureido]propionate (Compound No. 1-80, 464 mg) in tetrahydrofuran (7 ml), and the mixture is stirred at room temperature for 1.5 hours. The reaction mixture is concentrated under reduced pressure, water is added to the concentrate, and the whole is extracted with ethyl acetate. The organic layer is washed with water and saturated brine successively, drie...